From a dataset of the Open Reaction Database (ORD), a public repository of structured organic reaction records. describe an organic reaction: reactants, conditions, products, and yield Product: NC1=CC=C(OCCCC[Si](O[Si](C)(C)CCCCOC2=CC=C(C=C2)N)(C)C)C=C1 (1,3-bis(4-aminophenoxybutyl)-1,1,3,3-tetramethyldisiloxane). Reaction SMILES: NC1C=CC(OCCCC[Si](C)(C)O[Si](C)(C)O[Si](C)(C)O[Si](CCCCOC2C=CC(N)=CC=2)(C)C)=CC=1.[N+:40]([C:43]1[CH:74]=[CH:73][C:46]([O:47][CH2:48][CH2:49][CH2:50][CH2:51][Si:52]([CH3:72])([CH3:71])[O:53][Si:54]([CH2:57][CH2:58][CH2:59][CH2:60][O:61][C:62]2[CH:67]=[CH:66][C:65]([N+:68]([O-])=O)=[CH:64][CH:63]=2)([CH3:56])[CH3:55])=[CH:45][CH:44]=1)([O-])=O>>[NH2:40][C:43]1[CH:74]=[CH:73][C:46]([O:47][CH2:48][CH2:49][CH2:50][CH2:51][Si:52]([CH3:72])([CH3:71])[O:53][Si:54]([CH2:57][CH2:58][CH2:59][CH2:60][O:61][C:62]2[CH:63]=[CH:64][C:65]([NH2:68])=[CH:66][CH:67]=2)([CH3:55])[CH3:56])=[CH:45][CH:44]=1. The reactants are NC1=CC=C(OCCCC[Si](O[Si](O[Si](O[Si](C)(C)CCCCOC2=CC=C(C=C2)N)(C)C)(C)C)(C)C)C=C1 (1,7-bis(4-aminophenoxybutyl)-1,1,3,3,5,5,7,7-octamethyltetrasiloxane), [N+](=O)([O-])C1=CC=C(OCCCC[Si](O[Si](C)(C)CCCCOC2=CC=C(C=C2)[N+](=O)[O-])(C)C)C=C1 (1,3-bis(4-nitrophenoxybutyl)-1,1,3,3,-tetramethyldisiloxane). Procedure: By the same synthesis procedure as for (3c) in Example 1, the above (2a) was reduced to obtain 1,3-bis(4-aminophenoxybutyl)-1,1,3,3,-tetramethyldisiloxane (3a) (a light brown oily liquid (98% of yield)) represented by the following formula. Various measurements were carried out with regard to the obtained 1,3-bis(4-aminophenoxybutyl)-1,1,3,3,-tetramethyldisiloxane (3a), and results are shown below. Reactants: COC(C1=C(C=C(C(=C1)N1C=NC(=C1)C1=CC=C(C=C1)COC)C(F)(F)F)[N+](=O)[O-])=O (5-[4-(4-methoxymethyl-phenyl)-imidazol-1-yl]-2-nitro-4-trifluoromethyl-benzoic acid methyl ester). The reagents and catalysts are [Pt] (platinum on carbon). Solvent: O1CCCC1 (tetrahydrofuran). Yields the product COC(C1=C(C=C(C(=C1)N1C=NC(=C1)C1=CC=C(C=C1)COC)C(F)(F)F)NO)=O (2-hydroxyamino-5-[4-(4-methoxymethyl-phenyl)-imidazol-1-yl]-4-trifluoromethyl-benzoic acid methyl ester). Yield: 68.3%. As a reaction SMILES: [CH3:1][O:2][C:3](=[O:31])[C:4]1[CH:9]=[C:8]([N:10]2[CH:14]=[C:13]([C:15]3[CH:20]=[CH:19][C:18]([CH2:21][O:22][CH3:23])=[CH:17][CH:16]=3)[N:12]=[CH:11]2)[C:7]([C:24]([F:27])([F:26])[F:25])=[CH:6][C:5]=1[N+:28]([O-])=[O:29]>O1CCCC1.[Pt]>[CH3:1][O:2][C:3](=[O:31])[C:4]1[CH:9]=[C:8]([N:10]2[CH:14]=[C:13]([C:15]3[CH:16]=[CH:17][C:18]([CH2:21][O:22][CH3:23])=[CH:19][CH:20]=3)[N:12]=[CH:11]2)[C:7]([C:24]([F:25])([F:26])[F:27])=[CH:6][C:5]=1[NH:28][OH:29]. Procedure details: 1.00 g of 5-[4-(4-methoxymethyl-phenyl)-imidazol-1-yl]-2-nitro-4-trifluoromethyl-benzoic acid methyl ester in 20 ml of tetrahydrofuran is hydrogenated in presence of 200 mg of platinum on carbon. After filtration of the catalyst the solution is evaporated to dryness yielding 0.661 g of 2-hydroxyamino-5-[4-(4-methoxymethyl-phenyl)-imidazol-1-yl]-4-trifluoromethyl-benzoic acid methyl ester as a yellow solid. 1H-NMR (DMSO-d6, 400 MHz): 3.30 s, 3H; 3.82 s, 3H; 4.40 s, 2H; 7.35 d, J=10.4 Hz, 2H; 7.62... The reactants are O=C([O-])[O-], CS(=O)c1ccnc(-c2n[nH]c3ncccc23)n1, CN1CCCC1=O, CCOC(C)=O, [K+], [K+], CC(C)(C)OC(=O)N1CCNCC1. Yields the product c1cnc2[nH]nc(-c3nccc(N4CCNCC4)n3)c2c1. RXN SMILES: [C:32](=[O:33])([O-:34])[O-:35].[CH3:1][S:2](=[O:3])[c:4]1[n:5][c:6](-[c:10]2[n:11][nH:12][c:13]3[n:14][cH:15][cH:16][cH:17][c:18]23)[n:7][cH:8][cH:9]1.[CH3:38][N:39]1[CH2:40][CH2:41][CH2:42][C:43]1=[O:44].[CH3:45][CH2:46][O:47][C:48]([CH3:49])=[O:50].[K+:36].[K+:37].[N:19]1([C:25]([O:26][C:27]([CH3:28])([CH3:29])[CH3:30])=[O:31])[CH2:20][CH2:21][NH:22][CH2:23][CH2:24]1>>[c:4]1([N:19]2[CH2:20][CH2:21][NH:22][CH2:23][CH2:24]2)[n:5][c:6](-[c:10]2[n:11][nH:12][c:13]3[n:14][cH:15][cH:16][cH:17][c:18]23)[n:7][cH:8][cH:9]1. Reactants: N#Cc1ccc(CBr)c(F)c1, [N-]=[N+]=[N-], [Na+], CN(C)C=O. Yields the product N#Cc1ccc(CN=[N+]=[N-])c(F)c1. Reaction SMILES: [F:5][c:6]1[cH:7][c:8]([C:9]#[N:10])[cH:11][cH:12][c:13]1[CH2:14][Br:15].[N-:2]=[N+:3]=[N-:4].[Na+:1].[O:16]=[CH:17][N:18]([CH3:19])[CH3:20]>>[N:2](=[N+:3]=[N-:4])[CH2:14][c:13]1[c:6]([F:5])[cH:7][c:8]([C:9]#[N:10])[cH:11][cH:12]1.